From a dataset of the Open Reaction Database (ORD), a public repository of structured organic reaction records. describe an organic reaction: reactants, conditions, products, and yield Reactants: CC1([C@@H]([C@@H]1\C=C/C(=O)O)C(=O)OC(C)(C)C)C (tert.-butyl(1R,cis)2,2-dimethyl-3-[(Z)3-hydroxy-3-oxo-1-propenyl]-cyclopropane-carboxylate), ClC(CO)Cl (2,2-dichloroethanol). Yields the product CC1([C@@H]([C@@H]1\C=C/C(OCC(Cl)Cl)=O)C(=O)OC(C)(C)C)C (Tert.-butyl(1R,cis)2,2-dimethyl-3-[(Z)3-oxo-3-(2,2-dichloroethoxy)-1-propenyl]-cyclopropane-carboxylate). Reaction SMILES: [CH3:1][C:2]1([CH3:17])[C@@H:4](/[CH:5]=[CH:6]\[C:7]([OH:9])=[O:8])[C@H:3]1[C:10]([O:12][C:13]([CH3:16])([CH3:15])[CH3:14])=[O:11].[Cl:18][CH:19]([Cl:22])[CH2:20]O>>[CH3:1][C:2]1([CH3:17])[C@@H:4](/[CH:5]=[CH:6]\[C:7](=[O:9])[O:8][CH2:20][CH:19]([Cl:22])[Cl:18])[C@H:3]1[C:10]([O:12][C:13]([CH3:16])([CH3:15])[CH3:14])=[O:11]. Procedure: Using the procedure of Step F of Example 9, 4.8 g of tert.-butyl(1R,cis)2,2-dimethyl-3-[(Z)3-hydroxy-3-oxo-1-propenyl]-cyclopropane-carboxylate and 2 ml of 2,2-dichloroethanol were reacted to obtain after elution with a 9-1 mixture of cyclohexane-ethyl acetate 5.6 g of tert.-butyl(1R,cis)2,2-dimethyl-3-[(Z)3-oxo-3-(2,2-dichloroethoxy)-1-propenyl]-cyclopropane-carboxylate. Starting materials: CCOC(=O)OCC, CC(=O)c1cc(Cl)ccc1Cl, Cl, [H-], [Na+], O. The product is CCOC(=O)CC(=O)c1cc(Cl)ccc1Cl. As a reaction SMILES: [C:14]([O:15][CH2:16][CH3:17])([O:18][CH2:20][CH3:21])=[O:19].[Cl:1][c:2]1[c:3]([C:9]([CH3:10])=[O:11])[cH:4][c:5]([Cl:8])[cH:6][cH:7]1.[ClH:22].[H-:12].[Na+:13].[OH2:23]>>[Cl:1][c:2]1[c:3]([C:9]([CH2:10][C:14]([O:15][CH2:16][CH3:17])=[O:18])=[O:11])[cH:4][c:5]([Cl:8])[cH:6][cH:7]1. Reactants: C(C1=CC=CC=C1)OC[C@@H](CCOCC1=CC=CC=C1)O ((R)-1,4-dibenzyloxy-2-hydroxybutane), C1(=CC=CC=C1)P(C1=CC=CC=C1)C1=CC=CC=C1 (triphenylphosphine), ON1C(C=2C(C1=O)=CC=CC2)=O (N-hydroxyphthalimide), N(=NC(=O)OCC)C(=O)OCC (diethyl azodicarboxylate), C1(=CC=CC=C1)P(C1=CC=CC=C1)C1=CC=CC=C1 (triphenyl phosphine), N(=NC(=O)OCC)C(=O)OCC (diethyl azodicarboxylate). Solvent: O1CCCC1 (tetrahydrofuran). Run at time 16 hour. The product is C(C1=CC=CC=C1)OC[C@H](CCOCC1=CC=CC=C1)ON1C(C=2C(C1=O)=CC=CC2)=O ((S)-N-(1,4-dibenzyloxybut-2-oxy)phthalimide). RXN SMILES: [CH2:1]([O:8][CH2:9][C@H:10]([OH:21])[CH2:11][CH2:12][O:13][CH2:14][C:15]1[CH:20]=[CH:19][CH:18]=[CH:17][CH:16]=1)[C:2]1[CH:7]=[CH:6][CH:5]=[CH:4][CH:3]=1.C1(P(C2C=CC=CC=2)C2C=CC=CC=2)C=CC=CC=1.O[N:42]1[C:46](=[O:47])[C:45]2=[CH:48][CH:49]=[CH:50][CH:51]=[C:44]2[C:43]1=[O:52].N(C(OCC)=O)=NC(OCC)=O>O1CCCC1>[CH2:1]([O:8][CH2:9][C@@H:10]([O:21][N:42]1[C:43](=[O:52])[C:44]2=[CH:51][CH:50]=[CH:49][CH:48]=[C:45]2[C:46]1=[O:47])[CH2:11][CH2:12][O:13][CH2:14][C:15]1[CH:20]=[CH:19][CH:18]=[CH:17][CH:16]=1)[C:2]1[CH:7]=[CH:6][CH:5]=[CH:4][CH:3]=1. Procedure: To a solution of (R)-1,4-dibenzyloxy-2-hydroxybutane (8 g, 28 mmol) in dry tetrahydrofuran (150 ml) was added triphenylphosphine (11 g, 42 mmol) and N-hydroxyphthalimide (6.8 g, 42 mmol). The solution was treated dropwise with diethyl azodicarboxylate (6.6 ml, 42 mmol). A dark red colouration appeared, gradually fading and the solution became warm. The solution was stirred at room temperature for 16 hours, then treated with additional triphenyl phosphine (2.25 g, 8.5 mmol) N-hydroxyphthalimide (... The reactants are C(CCC)NC(=O)OCC.C(CCC)NC(=O)OCC.C(C#CC#CCO)O (2,4-hexadiyn-1,6-diol bis(n-butylurethane)), C(C)NC(=O)OCC.C(C)NC(=O)OCC.C(C#CC#CCO)O (2,4-hexdiyn-1,6-diol bis(ethylurethane)). The product is C(CC#CC#CCCO)O (3,5-octadiyn-1,8-diol). As a reaction SMILES: C(NC([O:8][CH2:9][CH3:10])=O)CCC.C(NC(OCC)=O)CCC.[CH2:21](O)[C:22]#[C:23][C:24]#[C:25][CH2:26][OH:27].C(NC(OCC)=O)C.C(NC(OCC)=O)C.C(O)C#CC#CCO>>[CH2:9]([OH:8])[CH2:10][C:21]#[C:22][C:23]#[C:24][CH2:25][CH2:26][OH:27] |f:0.1.2,3.4.5|. Procedure: 2,4-hexadiyn-1,6-diol bis(n-butylurethane) plus 2,4-hexdiyn-1,6-diol bis(ethylurethane) Starting materials: COc1cc2c(O)ccnc2cc1OCc1ccccc1, O=P(Cl)(Cl)Cl. The product is COc1cc2c(Cl)ccnc2cc1OCc1ccccc1. As a reaction SMILES: [CH2:1]([c:2]1[cH:3][cH:4][cH:5][cH:6][cH:7]1)[O:8][c:9]1[c:10]([O:20][CH3:21])[cH:11][c:12]2[c:13]([OH:19])[cH:14][cH:15][n:16][c:17]2[cH:18]1.[P:22]([Cl:23])([Cl:24])([Cl:25])=[O:26]>>[CH2:1]([c:2]1[cH:3][cH:4][cH:5][cH:6][cH:7]1)[O:8][c:9]1[c:10]([O:20][CH3:21])[cH:11][c:12]2[c:13]([Cl:24])[cH:14][cH:15][n:16][c:17]2[cH:18]1. Starting materials: [OH-].[Na+] (NaOH), C1(CCCCC1)CNC=1SC2=C(N1)C=CC(=C2)OC2=CC(=NC=C2)C(=O)OC(C)(C)C (tert-butyl 4-(2-(cyclohexylmethylamino)benzo[d]thiazol-6-yloxy)picolinate), [H-].[H-].[H-].[H-].[Li+].[Al+3] (LAH), [Al] (aluminum). Run in O (water), CO (methanol), C1CCOC1 (THF), C1CCOC1 (THF). Reaction conditions: time 30 minute. The product is C1(CCCCC1)CNC=1SC2=C(N1)C=CC(=C2)OC2=CC(=NC=C2)CO ((4-(2-(cyclohexylmethylamino)benzo[d]thiazol-6-yloxy)pyridin-2-yl)methanol). The yield is 37.3%. Reaction SMILES: [CH:1]1([CH2:7][NH:8][C:9]2[S:10][C:11]3[CH:17]=[C:16]([O:18][C:19]4[CH:24]=[CH:23][N:22]=[C:21]([C:25](OC(C)(C)C)=[O:26])[CH:20]=4)[CH:15]=[CH:14][C:12]=3[N:13]=2)[CH2:6][CH2:5][CH2:4][CH2:3][CH2:2]1.[H-].[H-].[H-].[H-].[Li+].[Al+3].[OH-].[Na+].[Al]>C1COCC1.O.CO>[CH:1]1([CH2:7][NH:8][C:9]2[S:10][C:11]3[CH:17]=[C:16]([O:18][C:19]4[CH:24]=[CH:23][N:22]=[C:21]([CH2:25][OH:26])[CH:20]=4)[CH:15]=[CH:14][C:12]=3[N:13]=2)[CH2:2][CH2:3][CH2:4][CH2:5][CH2:6]1 |f:1.2.3.4.5.6,7.8|. Procedure: To the solution of tert-butyl 4-(2-(cyclohexylmethylamino)benzo[d]thiazol-6-yloxy)picolinate (420 mg, 1.14 mmol) under argon in 50 ml of THF was added 1 M LAH solution in THF (3.41 ml, 3.41 mmol) slowly at room temperature. The reaction mixture was stirred at room temperature for 30 minutes. The crude reaction mixture was worked up by carefully adding methanol (5 ml), then 6M NaOH (5 ml), and water (5 ml) with stirring at room temperature. The aluminum salts were allowed to precipitate out. Ethy... Reactants: C(C)(C)(C)C1=C(C(=CC=C1)C(C)(C)C)O (2,6-di-tert-butylphenol), ClC1=CC=C(C=C1)[N+](=O)[O-] (p-chloronitrobenzene). The solvent is CS(=O)C (DMSO), CS(=O)C (DMSO), CS(=O)C (DMSO). Product: C(C)(C)(C)C1=C(C(=CC(=C1)C1=CC=C(C=C1)[N+](=O)[O-])C(C)(C)C)O (2,6-di-tert-butyl-4-(4-nitrophenyl)phenol). As a reaction SMILES: [C:1]([C:5]1[CH:10]=[CH:9][CH:8]=[C:7]([C:11]([CH3:14])([CH3:13])[CH3:12])[C:6]=1[OH:15])([CH3:4])([CH3:3])[CH3:2].Cl[C:17]1[CH:22]=[CH:21][C:20]([N+:23]([O-:25])=[O:24])=[CH:19][CH:18]=1>CS(C)=O>[C:11]([C:7]1[CH:8]=[C:9]([C:17]2[CH:22]=[CH:21][C:20]([N+:23]([O-:25])=[O:24])=[CH:19][CH:18]=2)[CH:10]=[C:5]([C:1]([CH3:4])([CH3:3])[CH3:2])[C:6]=1[OH:15])([CH3:14])([CH3:13])[CH3:12]. Procedure details: 8.40 g (40.7 mmol) 2,6-di-tert-butylphenol was dissolved in 100 ml dried DMSO. 2.32 g (58 mmol) sodium-hydroxide and 8.5 g (54 mmol) p-chloronitrobenzene were added into the DMSO solution. The DMSO solution was heated to 100˜120° C. for 12 hrs with stirring. Then the reaction mixture was allowed to cool to room temperature and poured into distilled water. The aqueous solution was acidified to pH 2˜4 and yellow precipitate was collected by filtration. The yellow precipitate was washed with water ... RXN SMILES: [Br:1][C:2]1[CH:10]=[C:9]2[C:5]([CH:6]=[N:7][NH:8]2)=[C:4]([O:11][CH3:12])[CH:3]=1.Br[C:14]1C=C(OC)C2C([CH:22]=1)=NN(CC)C=2>>[Br:1][C:2]1[CH:10]=[C:9]2[C:5]([CH:6]=[N:7][N:8]2[CH2:14][CH3:22])=[C:4]([O:11][CH3:12])[CH:3]=1. Product: BrC1=CC(=C2C=NN(C2=C1)CC)OC (6-bromo-1-ethyl-4-methoxy-1H-indazole). Procedure details: In accordance with Example 70 (Step 1), 6-bromo-4-methoxy-1H-indazole (329 mg) was used instead of 5-bromo-7-methyl-1H-indazole to obtain 6-bromo-1-ethyl-4-methoxy-1H-indazole (210 mg) and 6-bromo-2-ethyl-4-methoxy-2H-indazole. The reactants are BrC=1C=C(C2=CN(N=C2C1)CC)OC (6-bromo-2-ethyl-4-methoxy-2H-indazole), BrC1=CC(=C2C=NNC2=C1)OC (6-bromo-4-methoxy-1H-indazole).